This data is from the Open Reaction Database (ORD), a public repository of structured organic reaction records. The task is: describe an organic reaction: reactants, conditions, products, and yield The reactants are C(C1=CC=CC=C1)OC1=CC=C(C2=C1NC(CO2)=O)C(C(O)O)=O (5-benzyloxy-8-(2,2-dihydroxy-acetyl)-4H-benzo[1,4]oxazin-3-one), COC=1C=C(CC2(CC2)N)C=CC1OC (1-(3,4-dimethoxy-benzyl)-cyclopropylamine), FC(C(=O)[O-])(F)F (trifluoroacetate). The product is COC=1C=C(CC2(CC2)NCC(O)C2=CC=C(C=3NC(COC32)=O)O)C=CC1OC (8-{2-[1-(3,4-dimethoxy-benzyl)-cyclopropylamino]-1-hydroxy-ethyl}-5-hydroxy-4H-benzo[1,4]oxazin-3-one). Procedure: Prepared according to general method 3 from 329 mg (1 mmol) 5-benzyloxy-8-(2,2-dihydroxy-acetyl)-4H-benzo[1,4]oxazin-3-one and 207 mg (1 mmol) 1-(3,4-dimethoxy-benzyl)-cyclopropylamine. Yield: 15 mg (3%, trifluoroacetate); mass spectroscopy: [M+H]+=415. RXN SMILES: C([O:8][C:9]1[C:14]2[NH:15][C:16](=[O:19])[CH2:17][O:18][C:13]=2[C:12]([C:20](=[O:24])[CH:21](O)O)=[CH:11][CH:10]=1)C1C=CC=CC=1.[CH3:25][O:26][C:27]1[CH:28]=[C:29]([CH:35]=[CH:36][C:37]=1[O:38][CH3:39])[CH2:30][C:31]1([NH2:34])[CH2:33][CH2:32]1.FC(F)(F)C([O-])=O>>[CH3:25][O:26][C:27]1[CH:28]=[C:29]([CH:35]=[CH:36][C:37]=1[O:38][CH3:39])[CH2:30][C:31]1([NH:34][CH2:21][CH:20]([C:12]2[C:13]3[O:18][CH2:17][C:16](=[O:19])[NH:15][C:14]=3[C:9]([OH:8])=[CH:10][CH:11]=2)[OH:24])[CH2:32][CH2:33]1.